From a dataset of the Open Reaction Database (ORD), a public repository of structured organic reaction records. describe an organic reaction: reactants, conditions, products, and yield Solvent: C(C)OCC (diethyl ether), C(C)OCC (diethyl ether). Reported procedure: 3-Formamido-1-(3-trifluoromethylphenyl)-2-pyrazoline (2.4 g) was stirred with dry diethyl ether (60 ml) to produce a slurry which was gradually added to a stirred ice-cold suspension of lithium aluminum hydride (1.0 g) in dry diethyl ether (75 ml) under a nitrogen atmosphere. The addition took place over a period of about 20 minutes and was accompanied by a vigorous reaction. The final reaction mixture was stirred for a further 15 minutes and was then carefully and slowly decomposed by the addit... Reaction conditions: time 15 minute. The reactants are ice, [H-].[Al+3].[Li+].[H-].[H-].[H-] (lithium aluminum hydride), O (water), C(=O)NC1=NN(CC1)C1=CC(=CC=C1)C(F)(F)F (3-Formamido-1-(3-trifluoromethylphenyl)-2-pyrazoline). The product is CNC1=NN(CC1)C1=CC(=CC=C1)C(F)(F)F (3-methylamino-1-(3-trifluoromethylphenyl)-2-pyrazoline). Reaction SMILES: [CH:1]([NH:3][C:4]1[CH2:8][CH2:7][N:6]([C:9]2[CH:14]=[CH:13][CH:12]=[C:11]([C:15]([F:18])([F:17])[F:16])[CH:10]=2)[N:5]=1)=O.[H-].[Al+3].[Li+].[H-].[H-].[H-].O>C(OCC)C>[CH3:1][NH:3][C:4]1[CH2:8][CH2:7][N:6]([C:9]2[CH:14]=[CH:13][CH:12]=[C:11]([C:15]([F:18])([F:16])[F:17])[CH:10]=2)[N:5]=1 |f:1.2.3.4.5.6|. Starting materials: BrC(CCCCCCCCCC(=O)O)C (11-bromododecanoic acid), FC(C=1C=C(C=C(C1)C(F)(F)F)O)(F)F (3,5-Bis(trifluoromethyl) phenol), Cl (hydrochloric acid). Solvent: [OH-].[Na+] (sodium hydroxide). The product is FC(C=1C=C(OC(CCCCCCCCCC(=O)O)C)C=C(C1)C(F)(F)F)(F)F (11-(3,5-Bis(trifluoromethyl) phenoxy)dodecanoic acid). Isolated yield 255.2%. Reaction SMILES: [F:1][C:2]([F:15])([F:14])[C:3]1[CH:4]=[C:5]([OH:13])[CH:6]=[C:7]([C:9]([F:12])([F:11])[F:10])[CH:8]=1.Br[CH:17]([CH3:30])[CH2:18][CH2:19][CH2:20][CH2:21][CH2:22][CH2:23][CH2:24][CH2:25][CH2:26][C:27]([OH:29])=[O:28].Cl>[OH-].[Na+]>[F:1][C:2]([F:14])([F:15])[C:3]1[CH:4]=[C:5]([CH:6]=[C:7]([C:9]([F:11])([F:10])[F:12])[CH:8]=1)[O:13][CH:17]([CH3:30])[CH2:18][CH2:19][CH2:20][CH2:21][CH2:22][CH2:23][CH2:24][CH2:25][CH2:26][C:27]([OH:29])=[O:28] |f:3.4|. Procedure: 3,5-Bis(trifluoromethyl) phenol (20.6 g) was dissolved in 1N sodium hydroxide (270 mL). The solution was refluxed under heating for 10 hours. Further, the solution was added with 11-bromododecanoic acid (4.7 g). After the reflux under heating was continued, the reaction solution was left to be cooled. The reaction solution was added with 1N aqueous hydrochloric acid and extracted with ethyl acetate. The resulting organic layer was dried over anhydrous magnesium sulfate, and the solvent was remov... Starting materials: C(C)(C)(C)OC(C(C)(C)SC=1SC=C(N1)CCN(CCCCCCC)C1=NC=C(C=N1)Br)=O (2-[(4-{2-[(5-bromopyrimidin-2-yl)(heptyl)amino]ethyl}-1,3-thiazol-2-yl)thio]-2-methylpropionic acid tert-butyl ester), FC(C(=O)O)(F)F (trifluoroacetic acid), N1CCCCC1 (piperidine). Run in ClCCl (dichloromethane). Yields the product FC(C(=O)O)(F)F.C(CCCCCC)N(CCC=1N=C(SC1)SC(C(=O)O)(C)C)C1=NC=C(C=N1)N1CCCCC1 (2-[(4-{2-[heptyl(5-piperidin-1-ylpyrimidin-2-yl)amino]ethyl}-1,3-thiazol-2-yl)thio]-2-methylpropionic acid trifluoroacetate). Reaction SMILES: C([O:5][C:6](=[O:33])[C:7]([S:10][C:11]1[S:12][CH:13]=[C:14]([CH2:16][CH2:17][N:18]([C:26]2[N:31]=[CH:30][C:29](Br)=[CH:28][N:27]=2)[CH2:19][CH2:20][CH2:21][CH2:22][CH2:23][CH2:24][CH3:25])[N:15]=1)([CH3:9])[CH3:8])(C)(C)C.[NH:34]1[CH2:39][CH2:38][CH2:37][CH2:36][CH2:35]1.[F:40][C:41]([F:46])([F:45])[C:42]([OH:44])=[O:43]>ClCCl>[F:40][C:41]([F:46])([F:45])[C:42]([OH:44])=[O:43].[CH2:19]([N:18]([C:26]1[N:31]=[CH:30][C:29]([N:34]2[CH2:39][CH2:38][CH2:37][CH2:36][CH2:35]2)=[CH:28][N:27]=1)[CH2:17][CH2:16][C:14]1[N:15]=[C:11]([S:10][C:7]([CH3:8])([CH3:9])[C:6]([OH:5])=[O:33])[S:12][CH:13]=1)[CH2:20][CH2:21][CH2:22][CH2:23][CH2:24][CH3:25] |f:4.5|. Reported procedure: The compound obtained using 2-[(4-{2-[(5-bromopyrimidin-2-yl)(heptyl)amino]ethyl}-1,3-thiazol-2-yl)thio]-2-methylpropionic acid tert-butyl ester synthesized in Example 442-1 and piperidine as starting materials and by an operation similar to that of Example 442-2 was treated with dichloromethane and trifluoroacetic acid. The reaction solution was concentrated under reduced pressure, and the residue was purified by silica gel chromatography (elution solvent; chloroform:methanol=10:1) to give the ... Starting materials: [Li]CCCC (n-BuLi), C(C)OC(C1=CC(=C(C(=C1)C1=CC(=C(C=C1)F)Cl)OCCO)Br)=O (3-bromo-4-(2-hydroxyethoxy)-5-(3-chloro-4-fluorophenyl)benzoic acid ethyl ester), C(CCCCCCCCCCC)N (n-dodecylamine). Solvent: O (water), Cl (HCl), hexanes, C1CCOC1 (THF), C1CCOC1 (THF). Product: C(CCCCCCCCCCC)NC(C1=CC(=C(C(=C1)C1=CC(=C(C=C1)F)Cl)OCCO)Br)=O (N-Dodecyl-3-bromo-4-(2-hydroxyethoxy)-5-(3-chloro-4-fluorophenyl)benzamide). Yield: 56.3%. Reaction SMILES: [CH2:1]([NH2:13])[CH2:2][CH2:3][CH2:4][CH2:5][CH2:6][CH2:7][CH2:8][CH2:9][CH2:10][CH2:11][CH3:12].[Li]CCCC.C([O:21][C:22](=O)[C:23]1[CH:28]=[C:27]([C:29]2[CH:34]=[CH:33][C:32]([F:35])=[C:31]([Cl:36])[CH:30]=2)[C:26]([O:37][CH2:38][CH2:39][OH:40])=[C:25]([Br:41])[CH:24]=1)C>C1COCC1.O.Cl>[CH2:1]([NH:13][C:22](=[O:21])[C:23]1[CH:28]=[C:27]([C:29]2[CH:34]=[CH:33][C:32]([F:35])=[C:31]([Cl:36])[CH:30]=2)[C:26]([O:37][CH2:38][CH2:39][OH:40])=[C:25]([Br:41])[CH:24]=1)[CH2:2][CH2:3][CH2:4][CH2:5][CH2:6][CH2:7][CH2:8][CH2:9][CH2:10][CH2:11][CH3:12]. Procedure: Into a flamed dried round bottom flask charged with n-dodecylamine (586 mg, 3.16 mmol) in 7 mL THF at −20° C. was added n-BuLi (1.8 mL, 3.6 mmol) as a solution in hexanes. After the addition, the reaction was warmed up to room temperature and stirred for one-half hour. Then the solution was cooled to −20° C. and was added to a solution of 3-bromo-4-(2-hydroxyethoxy)-5-(3-chloro-4-fluorophenyl)benzoic acid ethyl ester (400 mg, 0.957 mmol) in 8 mL THF that had been previously cooled to −40° C. The... Reactants: C(C)C1=C2C(=CC(N(C2=CC(=N1)CC)CC1=CC=C(C(=O)OC)C=C1)=O)SC1=CC=CC=C1 (Methyl 4-[(5,7-diethyl-2-oxo-4-phenylthio-1,2-dihydro-1,6-naphthyridin-1-yl)methyl]benzoate). Solvent: O1CCOCC1 (dioxan), O (water), Cl (hydrochloric acid). Yields the product C(C)C1=C2C(=CC(N(C2=CC(=N1)CC)CC1=CC=C(C(=O)O)C=C1)=O)SC1=CC=CC=C1 (4-[(5,7-diethyl-2-oxo-4-phenylthio-1,2-dihydro-1,6-naphthyridin-1-yl)methyl]benzoic acid). The yield is 61.9%. RXN SMILES: [CH2:1]([C:3]1[N:12]=[C:11]([CH2:13][CH3:14])[CH:10]=[C:9]2[C:4]=1[C:5]([S:27][C:28]1[CH:33]=[CH:32][CH:31]=[CH:30][CH:29]=1)=[CH:6][C:7](=[O:26])[N:8]2[CH2:15][C:16]1[CH:25]=[CH:24][C:19]([C:20]([O:22]C)=[O:21])=[CH:18][CH:17]=1)[CH3:2]>O1CCOCC1.O.Cl>[CH2:1]([C:3]1[N:12]=[C:11]([CH2:13][CH3:14])[CH:10]=[C:9]2[C:4]=1[C:5]([S:27][C:28]1[CH:33]=[CH:32][CH:31]=[CH:30][CH:29]=1)=[CH:6][C:7](=[O:26])[N:8]2[CH2:15][C:16]1[CH:25]=[CH:24][C:19]([C:20]([OH:22])=[O:21])=[CH:18][CH:17]=1)[CH3:2]. Procedure: Methyl 4-[(5,7-diethyl-2-oxo-4-phenylthio-1,2-dihydro-1,6-naphthyridin-1-yl)methyl]benzoate (200 mg) was dissolved in a mixture of dioxan (4 ml), water (1 ml) and concentrated hydrochloric acid (1 ml) and the mixture was heated at reflux for 4 hours. Volatile material was then removed by evaporation and toluene was added to the residue. Volatile material was again removed by evaporation. The solid residue was recrystallised from ethanol/ether to give 4-[(5,7-diethyl-2-oxo-4-phenylthio-1,2-dihydr... Reactants: C(C)(C)N(C(C)C)CC (N,N-Diisopropylethylamine), CNCCC(CCO)C1=CC=CC=C1 (5-(methylamino)-3-phenylpentan-1-ol), C(C1=CC=CC=C1)(=O)Cl (benzoyl chloride). Run in ClCCl (dichloromethane). Conditions: temperature 0 celsius, time 30 minute. Yields the product OCCC(CCN(C(C1=CC=CC=C1)=O)C)C1=CC=CC=C1 (N-(5-Hydroxy-3-phenylpentyl)-N-methylbenzamide). Isolated yield 93.5%. Reaction SMILES: C(N(CC)C(C)C)(C)C.[CH3:10][NH:11][CH2:12][CH2:13][CH:14]([C:18]1[CH:23]=[CH:22][CH:21]=[CH:20][CH:19]=1)[CH2:15][CH2:16][OH:17].[C:24](Cl)(=[O:31])[C:25]1[CH:30]=[CH:29][CH:28]=[CH:27][CH:26]=1>ClCCl>[OH:17][CH2:16][CH2:15][CH:14]([C:18]1[CH:19]=[CH:20][CH:21]=[CH:22][CH:23]=1)[CH2:13][CH2:12][N:11]([CH3:10])[C:24](=[O:31])[C:25]1[CH:30]=[CH:29][CH:28]=[CH:27][CH:26]=1. Reported procedure: N,N-Diisopropylethylamine (0.352 mL, 261 mg, 2.02 mmol) and 5-(methylamino)-3-phenylpentan-1-ol (300 mg, 1.68 mmol) from Example 180, Step B, were dissolved in 4.0 mL of dichloromethane. The solution was cooled to 0° C., benzoyl chloride (0.205 mL, 248 mg, 1.77 mmol) was added dropwise, and the mixture was stirred for an additional 30 min. The mixture was then partitioned between 15 mL of dichloromethane and 15 mL of saturated aqueous sodium bicarbonate solution. The aqueous layer was extracted ... Starting materials: CC1(c2ccc(CNc3c(Cl)ccc4c3CCN(C(=O)C(F)(F)F)CC4)cc2)OCCO1, CO, Cl. Product: CC(=O)c1ccc(CNc2c(Cl)ccc3c2CCN(C(=O)C(F)(F)F)CC3)cc1. Reaction SMILES: [CH3:1][C:2]1([c:7]2[cH:8][cH:9][c:10]([CH2:11][NH:12][c:13]3[c:14]([Cl:30])[cH:15][cH:16][c:17]4[c:23]3[CH2:22][CH2:21][N:20]([C:24]([C:25]([F:26])([F:27])[F:28])=[O:29])[CH2:19][CH2:18]4)[cH:31][cH:32]2)[O:3][CH2:6][CH2:5][O:4]1.[CH3:34][OH:35].[ClH:33]>>[CH3:1][C:2](=[O:3])[c:7]1[cH:8][cH:9][c:10]([CH2:11][NH:12][c:13]2[c:14]([Cl:30])[cH:15][cH:16][c:17]3[c:23]2[CH2:22][CH2:21][N:20]([C:24]([C:25]([F:26])([F:27])[F:28])=[O:29])[CH2:19][CH2:18]3)[cH:31][cH:32]1.